From a dataset of the Open Reaction Database (ORD), a public repository of structured organic reaction records. describe an organic reaction: reactants, conditions, products, and yield Reactants: C#Cc1cccc(COCOC)c1, CO, Cl. The product is C#Cc1cccc(CO)c1. Reaction SMILES: [C:1](#[CH:2])[c:3]1[cH:4][c:5]([CH2:9][O:10][CH2:11][O:12][CH3:13])[cH:6][cH:7][cH:8]1.[CH3:15][OH:16].[ClH:14]>>[C:1](#[CH:2])[c:3]1[cH:4][c:5]([CH2:9][OH:10])[cH:6][cH:7][cH:8]1. The reactants are CCCC(NC(=O)Cc1cc(F)cc(F)c1)C(=O)Nc1cn(C2CCN(C(=O)OC(C)(C)C)CC2)cn1, O=C([O-])O, ClCCl, [Na+], O=C(O)C(F)(F)F. Yields the product CCCC(NC(=O)Cc1cc(F)cc(F)c1)C(=O)Nc1cn(C2CCNCC2)cn1. RXN SMILES: [C:1]([O:2][C:3](=[O:4])[N:8]1[CH2:9][CH2:10][CH:11]([n:14]2[cH:15][n:16][c:17]([NH:19][C:20]([CH:21]([CH2:22][CH2:23][CH3:24])[NH:25][C:26]([CH2:27][c:28]3[cH:29][c:30]([F:35])[cH:31][c:32]([F:34])[cH:33]3)=[O:36])=[O:37])[cH:18]2)[CH2:12][CH2:13]1)([CH3:5])([CH3:6])[CH3:7].[C:45](=[O:46])([OH:47])[O-:48].[CH2:50]([Cl:51])[Cl:52].[Na+:49].[OH:38][C:39]([C:40]([F:41])([F:42])[F:43])=[O:44]>>[NH:8]1[CH2:9][CH2:10][CH:11]([n:14]2[cH:15][n:16][c:17]([NH:19][C:20]([CH:21]([CH2:22][CH2:23][CH3:24])[NH:25][C:26]([CH2:27][c:28]3[cH:29][c:30]([F:35])[cH:31][c:32]([F:34])[cH:33]3)=[O:36])=[O:37])[cH:18]2)[CH2:12][CH2:13]1. The reactants are C1CCOC1, COc1cc(C=CC(=O)Nc2ccccc2)cc(-c2ccc3cc(OC)ccc3c2)c1, CCO, [OH-], [OH-], [Pd+2]. Product: COc1cc(CCC(=O)Nc2ccccc2)cc(-c2ccc3cc(OC)ccc3c2)c1. Reaction SMILES: [CH2:35]1[O:36][CH2:37][CH2:38][CH2:39]1.[CH3:1][O:2][c:3]1[cH:4][c:5]([CH:21]=[CH:22][C:23](=[O:24])[NH:25][c:26]2[cH:27][cH:28][cH:29][cH:30][cH:31]2)[cH:6][c:7](-[c:9]2[cH:10][c:11]3[cH:12][cH:13][c:14]([O:19][CH3:20])[cH:15][c:16]3[cH:17][cH:18]2)[cH:8]1.[CH3:32][CH2:33][OH:34].[OH-:40].[OH-:41].[Pd+2:42]>>[CH3:1][O:2][c:3]1[cH:4][c:5]([CH2:21][CH2:22][C:23](=[O:24])[NH:25][c:26]2[cH:27][cH:28][cH:29][cH:30][cH:31]2)[cH:6][c:7](-[c:9]2[cH:10][c:11]3[cH:12][cH:13][c:14]([O:19][CH3:20])[cH:15][c:16]3[cH:17][cH:18]2)[cH:8]1. The product is Cc1ccc([S+](c2ccc(C)cc2)c2ccc(C)cc2)cc1, [Cl-]. RXN SMILES: [CH3:1][c:2]1[cH:3][cH:4][c:5]([S:8](=[O:9])[c:10]2[cH:11][cH:12][c:13]([CH3:16])[cH:14][cH:15]2)[cH:6][cH:7]1.[Cl:17][c:18]1[cH:19][cH:20][c:21]([CH3:24])[cH:22][cH:23]1.[OH2:25]>>[CH3:1][c:2]1[cH:3][cH:4][c:5]([S+:8]([c:10]2[cH:11][cH:12][c:13]([CH3:16])[cH:14][cH:15]2)[c:18]2[cH:19][cH:20][c:21]([CH3:24])[cH:22][cH:23]2)[cH:6][cH:7]1.[Cl-:17]. Reactants: Cc1ccc(S(=O)c2ccc(C)cc2)cc1, Cc1ccc(Cl)cc1, O. Product: CCC(CC)(c1ccc(Br)cc1)c1ccc(OCc2ccccc2)c(C)c1. Reactants: CCC(CC)(c1ccc(Br)cc1)c1ccc(O)c(C)c1, BrCc1ccccc1, CC#N, CCOCC, [K+], [K+], O=C([O-])[O-]. As a reaction SMILES: [Br:1][c:2]1[cH:3][cH:4][c:5]([C:8]([CH2:9][CH3:10])([CH2:11][CH3:12])[c:13]2[cH:14][c:15]([CH3:20])[c:16]([OH:19])[cH:17][cH:18]2)[cH:6][cH:7]1.[Br:30][CH2:31][c:32]1[cH:33][cH:34][cH:35][cH:36][cH:37]1.[CH3:21][C:22]#[N:23].[CH3:38][CH2:39][O:40][CH2:41][CH3:42].[K+:24].[K+:25].[O-:26][C:27]([O-:28])=[O:29]>>[Br:1][c:2]1[cH:3][cH:4][c:5]([C:8]([CH2:9][CH3:10])([CH2:11][CH3:12])[c:13]2[cH:14][c:15]([CH3:20])[c:16]([O:19][CH2:31][c:32]3[cH:33][cH:34][cH:35][cH:36][cH:37]3)[cH:17][cH:18]2)[cH:6][cH:7]1. The reactants are CCCCCCCCCCCCCCCCN, C1CCOC1, O, O=C(Cl)c1ccc2cc(O)c(C(=O)Nc3ccccc3)cc2c1. Product: CCCCCCCCCCCCCCCCNC(=O)c1ccc2cc(O)c(C(=O)Nc3ccccc3)cc2c1. As a reaction SMILES: [CH2:24]([CH2:25][CH2:26][CH2:27][CH2:28][CH2:29][CH2:30][CH2:31][CH2:32][CH2:33][CH2:34][CH2:35][CH2:36][CH2:37][CH2:38][CH3:39])[NH2:40].[O:42]1[CH2:43][CH2:44][CH2:45][CH2:46]1.[OH2:41].[OH:1][c:2]1[cH:3][c:4]2[cH:5][cH:6][c:7]([C:21](=[O:22])[Cl:23])[cH:8][c:9]2[cH:10][c:11]1[C:12](=[O:13])[NH:14][c:15]1[cH:16][cH:17][cH:18][cH:19][cH:20]1>>[OH:1][c:2]1[cH:3][c:4]2[cH:5][cH:6][c:7]([C:21](=[O:22])[NH:40][CH2:24][CH2:25][CH2:26][CH2:27][CH2:28][CH2:29][CH2:30][CH2:31][CH2:32][CH2:33][CH2:34][CH2:35][CH2:36][CH2:37][CH2:38][CH3:39])[cH:8][c:9]2[cH:10][c:11]1[C:12](=[O:13])[NH:14][c:15]1[cH:16][cH:17][cH:18][cH:19][cH:20]1. Reactants: CCCC(C)Oc1nc(N)c2nc(OC)n(CCC3CCCO3)c2n1, CO, C1COCCO1. The product is CCCC(C)Oc1nc(N)c2[nH]c(=O)n(CCC3CCCO3)c2n1. RXN SMILES: [CH3:1][CH:2]([CH2:3][CH2:4][CH3:5])[O:6][c:7]1[n:8][c:9]([NH2:25])[c:10]2[n:11][c:12]([O:23][CH3:24])[n:13]([CH2:16][CH2:17][CH:18]3[O:19][CH2:20][CH2:21][CH2:22]3)[c:14]2[n:15]1.[CH3:32][OH:33].[O:26]1[CH2:27][CH2:28][O:29][CH2:30][CH2:31]1>>[CH3:1][CH:2]([CH2:3][CH2:4][CH3:5])[O:6][c:7]1[n:8][c:9]([NH2:25])[c:10]2[nH:11][c:12](=[O:23])[n:13]([CH2:16][CH2:17][CH:18]3[O:19][CH2:20][CH2:21][CH2:22]3)[c:14]2[n:15]1. The reactants are C([O-])(O)=O.[Na+] (sodium bicarbonate), ClC1=CC=C2C3(C(NC2=C1)=O)C1(N([C@H]([C@@H]3C3=C(C(=NC=C3)Cl)F)C(=O)N[C@@H]3CC[C@H](CC3)C=3OC=NN3)[C@@H]([C@H](C3=CC=CC=C3)O)C3=CC=CC=C3)CCC(CC1)(C)C ((4′S,5′R)-6″-chloro-4′-(2-chloro-3-fluoropyridin-4-yl)-1′-[(1R,2S)-2-hydroxy-1,2-diphenylethyl]-4,4-dimethyl-N-[trans-4-(1,3,4-oxadiazol-2-yl)cyclohexyl]-2″-oxo-1″,2″-dihydrodispiro[cyclohexane-1,2′-pyrrolidine-3′,3″-indole]-5′-carboxamide), C(C)#N (acetonitrile), C([O-])(O)=O.[Na+] (sodium bicarbonate), C(=O)(OCC1=CC=CC=C1)Cl (carbobenzoxy chloride). Solvent: O (water). Reaction conditions: temperature 5 celsius, time 21 hour. Product: C(C1=CC=CC=C1)OC(=O)N[C@@H]1CC[C@@H](C(=O)OC)OC1 (Methyl 2,6-anhydro-5-{[(benzyloxy)carbonyl]amino}-3,4,5-trideoxy-L-erythro-hexonate). The yield is 81.0%. As a reaction SMILES: ClC1C=C2C([C:6]3([C@@H:15](C4C=CN=C(Cl)C=4F)[C@H:14]([C:24](N[C@H]4CC[C@H](C5OC=NN=5)CC4)=[O:25])[N:13]([C@H](C4C=CC=CC=4)[C@@H](O)C4C=CC=CC=4)C43CCC(C)(C)CC4)[C:7](=O)N2)=CC=1.[C:60](=[O:63])(O)[O-:61].[Na+].[C:65](Cl)([O:67][CH2:68][C:69]1[CH:74]=[CH:73][CH:72]=[CH:71][CH:70]=1)=[O:66].[C:76](#N)C>O>[CH2:68]([O:67][C:65]([NH:13][C@H:14]1[CH2:24][O:25][C@H:7]([C:60]([O:61][CH3:76])=[O:63])[CH2:6][CH2:15]1)=[O:66])[C:69]1[CH:74]=[CH:73][CH:72]=[CH:71][CH:70]=1 |f:1.2|. Reported procedure: The compound (0.80 g, 4.08 mmol) obtained in Step 1 above was dissolved in acetonitrile (10 ml) and water (20 ml), sodium bicarbonate (1.71 g, 30.4 mmol) and carbobenzoxy chloride (0.72 ml, 4.89 mmol) were added under ice cooling and the resulting mixture was stirred at 5° C. for 21 hours. Saturated sodium bicarbonate solution was added to the reaction mixture, followed by extraction with dichloromethane:methanol [10:1 (v/v)]. The organic layer was dried over anhydrous sodium sulfate. The solven... RXN SMILES: [F:1][c:2]1[cH:3][c:4]([F:36])[c:5]2[c:6]([c:7](=[O:25])[cH:8][c:9](-[c:11]3[cH:12][c:13]([F:24])[c:14]([NH:17][C:18](=[O:19])[C:20]([CH3:21])([CH3:22])[CH3:23])[cH:15][cH:16]3)[o:10]2)[c:26]1[NH:27][CH2:28][CH2:29][CH2:30][n:31]1[cH:32][n:33][cH:34][cH:35]1.[S:37](=[O:38])(=[O:39])([OH:40])[OH:41]>>[F:1][c:2]1[cH:3][c:4]([F:36])[c:5]2[c:6]([c:7](=[O:25])[cH:8][c:9](-[c:11]3[cH:12][c:13]([F:24])[c:14]([NH2:17])[cH:15][cH:16]3)[o:10]2)[c:26]1[NH:27][CH2:28][CH2:29][CH2:30][n:31]1[cH:32][n:33][cH:34][cH:35]1. Starting materials: CC(C)(C)C(=O)Nc1ccc(-c2cc(=O)c3c(NCCCn4ccnc4)c(F)cc(F)c3o2)cc1F, O=S(=O)(O)O. Product: Nc1ccc(-c2cc(=O)c3c(NCCCn4ccnc4)c(F)cc(F)c3o2)cc1F.